This data is from the Open Reaction Database (ORD), a public repository of structured organic reaction records. The task is: describe an organic reaction: reactants, conditions, products, and yield The reactants are O1CCOC12CCC(CC2)N2CCN(CC2)C2=CC=C(C=C2)F (1-(1,4-dioxa-spiro[4.5]dec-8-yl)-4-(4-fluoro-phenyl)-piperazine), [OH-].[Na+] (sodium hydroxide). Solvent: Cl (hydrochloric acid), O1CCOCC1 (dioxane). Run at temperature 0 celsius. Product: FC1=CC=C(C=C1)C1CCC(CC1)=O (1-(4-Fluoro-phenyl)-4-cyclohexanone). Reaction SMILES: O1C2(CCC(N3CCN([C:17]4[CH:22]=[CH:21][C:20]([F:23])=[CH:19][CH:18]=4)CC3)CC2)OCC1.[OH-:24].[Na+]>Cl.O1CCOCC1>[F:23][C:20]1[CH:19]=[CH:18][C:17]([CH:17]2[CH2:22][CH2:21][C:20](=[O:24])[CH2:19][CH2:18]2)=[CH:22][CH:21]=1 |f:1.2|. Reported procedure: A solution of 1-(1,4-dioxa-spiro[4.5]dec-8-yl)-4-(4-fluoro-phenyl)-piperazine (3.13 gm) (C18H25FN2O2) in 100 ml 3N hydrochloric acid and 100 ml dioxane was stirred at ambient temperature for 2 hours. The mixture is cooled to 0° C., neutralized with 2N sodium hydroxide and extracted with 2×100 ml ethyl acetate. The ethyl acetate layer was washed with water and brine (each 2×40 ml), dried over sodium sulfate and concentrated to a solid. This material, which was recrystallized from ethyl ether (1.5... Reactants: C=Cc1ncc2c(c1COC)c1c(OCc3ccccc3)cccc1n2S(=O)(=O)c1ccc(C)cc1, CO, [Na]. The product is C=Cc1ncc2[nH]c3cccc(OCc4ccccc4)c3c2c1COC. Reaction SMILES: [CH2:2]([c:3]1[cH:4][cH:5][cH:6][cH:7][cH:8]1)[O:9][c:10]1[c:11]2[c:12]3[c:13]([CH2:35][O:36][CH3:37])[c:14]([CH:33]=[CH2:34])[n:15][cH:16][c:17]3[n:18]([S:23]([c:24]3[cH:25][cH:26][c:27]([CH3:28])[cH:29][cH:30]3)(=[O:31])=[O:32])[c:19]2[cH:20][cH:21][cH:22]1.[CH3:38][OH:39].[Na:1]>>[CH2:2]([c:3]1[cH:4][cH:5][cH:6][cH:7][cH:8]1)[O:9][c:10]1[c:11]2[c:12]3[c:13]([CH2:35][O:36][CH3:37])[c:14]([CH:33]=[CH2:34])[n:15][cH:16][c:17]3[nH:18][c:19]2[cH:20][cH:21][cH:22]1. Reactants: CCOC(=O)Cn1c(=O)c2cc(Cl)ccc2n(Cc2ccc(Br)cc2F)c1=O, CC(=O)O, Cl, O, O=S(=O)(O)O. Yields the product O=C(O)Cn1c(=O)c2cc(Cl)ccc2n(Cc2ccc(Br)cc2F)c1=O. RXN SMILES: [Br:6][c:7]1[cH:8][c:9]([F:33])[c:10]([CH2:13][n:14]2[c:15](=[O:32])[n:16]([CH2:26][C:27](=[O:28])[O:29][CH2:30][CH3:31])[c:17](=[O:25])[c:18]3[cH:19][c:20]([Cl:24])[cH:21][cH:22][c:23]23)[cH:11][cH:12]1.[CH3:2][C:3](=[O:4])[OH:5].[ClH:1].[OH2:39].[S:34](=[O:35])(=[O:36])([OH:37])[OH:38]>>[Br:6][c:7]1[cH:8][c:9]([F:33])[c:10]([CH2:13][n:14]2[c:15](=[O:32])[n:16]([CH2:26][C:27](=[O:28])[OH:29])[c:17](=[O:25])[c:18]3[cH:19][c:20]([Cl:24])[cH:21][cH:22][c:23]23)[cH:11][cH:12]1. The reactants are OS(=O)(=O)O (H2SO4), [OH-].[Na+] (NaOH), CC1=CC=C(C=N1)N (6-methylpyridin-3-amine), C(C(CO)O)O (propane-1,2,3-triol). Solvent: O (H2O), O (water). Conditions: time 5 minute. Yields the product CC1=NC2=CC=CN=C2C=C1 (2-Methyl-1,5-naphthyridine). Isolated yield 45.3%. Reaction SMILES: [CH3:1][C:2]1[N:7]=[CH:6][C:5]([NH2:8])=[CH:4][CH:3]=1.[CH2:9](O)[CH:10](O)[CH2:11]O.OS(O)(=O)=O.[OH-].[Na+]>O>[CH3:1][C:2]1[CH:3]=[CH:4][C:5]2[C:6](=[CH:9][CH:10]=[CH:11][N:8]=2)[N:7]=1 |f:3.4|. Procedure: A mixture of 6-methylpyridin-3-amine (8-1) (4.8 g, 44.4 mmol) and propane-1,2,3-triol (20 g, 222 mmol) in 5 mL of H2O was stirred at room temperature for 5 min, then concentrated H2SO4 (47 g, 488 mmol) was added dropwise within 20 min at room temperature. After addition, the reaction mixture was stirred at 150° C. for 30 min. After cooled to room temperature, the mixture was poured into water, adjusted with 6 N NaOH to pH 13, then extracted with ethyl acetate. The combined organic layers were wa... The reactants are O=C([O-])[O-], COc1ccc(CCl)cc1, CCOC(C)=O, CN(C)C=O, Oc1ccc(Cl)nc1, [K+], [K+], O. The product is COc1ccc(COc2ccc(Cl)nc2)cc1. As a reaction SMILES: [C:9](=[O:10])([O-:11])[O-:12].[CH3:15][O:16][c:17]1[cH:18][cH:19][c:20]([CH2:21][Cl:22])[cH:23][cH:24]1.[CH3:25][CH2:26][O:27][C:28](=[O:29])[CH3:30].[CH3:31][N:32]([CH3:33])[CH:34]=[O:35].[Cl:1][c:2]1[n:3][cH:4][c:5]([OH:8])[cH:6][cH:7]1.[K+:13].[K+:14].[OH2:36]>>[Cl:1][c:2]1[n:3][cH:4][c:5]([O:8][CH2:21][c:20]2[cH:19][cH:18][c:17]([O:16][CH3:15])[cH:24][cH:23]2)[cH:6][cH:7]1. The reactants are BrC=1C=C(C=CC1OC1=C(C=C(C=C1)F)F)NS(=O)(=O)CC (N-[3-Bromo-4-(2,4-difluorophenoxyl)phenyl]ethanesulfonamide), FC=1C(N(C=C(C1)B1OC(C(O1)(C)C)(C)C)C)=O (3-fluoro-1-methyl-5-(4,4,5,5-tetramethyl-1,3,2-dioxaborolan-2-yl)pyridin-2-one). The reagents and catalysts are C1=CC=C(C=C1)P([C-]2C=CC=C2)C3=CC=CC=C3.C1=CC=C(C=C1)P([C-]2C=CC=C2)C3=CC=CC=C3.Cl[Pd]Cl.[Fe+2] (Pd(dppf)Cl2). Solvent: O1CCOCC1 (1,4-dioxane), C([O-])(O)=O (bicarbonate). Product: FC1=C(OC2=C(C=C(C=C2)NS(=O)(=O)CC)C2=CN(C(C(=C2)F)=O)C)C=CC(=C1)F (N-[4-(2,4-difluorophenoxy)-3-(5-fluoro-1-methyl-6-oxopyridin-3-yl)phenyl]ethanesulfonamide). Isolated yield 35.4%. RXN SMILES: Br[C:2]1[CH:3]=[C:4]([NH:17][S:18]([CH2:21][CH3:22])(=[O:20])=[O:19])[CH:5]=[CH:6][C:7]=1[O:8][C:9]1[CH:14]=[CH:13][C:12]([F:15])=[CH:11][C:10]=1[F:16].[F:23][C:24]1[C:25](=[O:40])[N:26]([CH3:39])[CH:27]=[C:28](B2OC(C)(C)C(C)(C)O2)[CH:29]=1>O1CCOCC1.C(=O)(O)[O-].C1C=CC(P(C2C=CC=CC=2)[C-]2C=CC=C2)=CC=1.C1C=CC(P(C2C=CC=CC=2)[C-]2C=CC=C2)=CC=1.Cl[Pd]Cl.[Fe+2]>[F:16][C:10]1[CH:11]=[C:12]([F:15])[CH:13]=[CH:14][C:9]=1[O:8][C:7]1[CH:6]=[CH:5][C:4]([NH:17][S:18]([CH2:21][CH3:22])(=[O:20])=[O:19])=[CH:3][C:2]=1[C:28]1[CH:29]=[C:24]([F:23])[C:25](=[O:40])[N:26]([CH3:39])[CH:27]=1 |f:4.5.6.7|. Reported procedure: N-[3-Bromo-4-(2,4-difluorophenoxyl)phenyl]ethanesulfonamide (77 mg, 0.2 mmol), the title compound of Example 119, step 2 (50 mg, 0.2 mmol), and Pd(dppf)Cl2 (14 mg, 10%) in 1,4-dioxane (1 mL) and saturated bicarbonate solution (aq) (333 μL) were reacted, worked up and purified in a manner similar to Example 117. The title compound (31 mg, 27%) was obtained as a tan solid. 1H NMR (400 MHz, DMSO-d6) δ 1.22 (t, J=7.3, 3 H) 3.11 (q, J=7.3 Hz, 2H) 3.55 (s, 3H) 6.86 (d, J=8.6 Hz, 1H) 7.02-7.12 (m, 1H) ... Reactants: ClCCN1C(=NC2=CC=CC=C2C1=O)C1=CC=CC=C1 (3-(2-chloroethyl)-2-phenyl-4(3H)-quinazolinone), Cl.FC1=CC=C(C=C1)C(=O)C1CCNCC1 ((4-fluorophenyl)(4-piperidinyl)methanone hydrochloride), C([O-])([O-])=O.[Na+].[Na+] (sodium carbonate), [I-].[K+] (potassium iodide). Run in CC(CC(C)=O)C (4-methyl-2-pentanone), O (water). Product: FC1=CC=C(C(=O)C2CCN(CC2)CCN2C(=NC3=CC=CC=C3C2=O)C2=CC=CC=C2)C=C1 (3-[2-[4-(4-fluorobenzoyl)-1-piperidinyl]ethyl]-2-phenyl-4(3H)-quinazolinone). The yield is 69.0%. As a reaction SMILES: Cl[CH2:2][CH2:3][N:4]1[C:13](=[O:14])[C:12]2[C:7](=[CH:8][CH:9]=[CH:10][CH:11]=2)[N:6]=[C:5]1[C:15]1[CH:20]=[CH:19][CH:18]=[CH:17][CH:16]=1.Cl.[F:22][C:23]1[CH:28]=[CH:27][C:26]([C:29]([CH:31]2[CH2:36][CH2:35][NH:34][CH2:33][CH2:32]2)=[O:30])=[CH:25][CH:24]=1.C(=O)([O-])[O-].[Na+].[Na+].[I-].[K+]>O.CC(C)CC(=O)C>[F:22][C:23]1[CH:24]=[CH:25][C:26]([C:29]([CH:31]2[CH2:36][CH2:35][N:34]([CH2:2][CH2:3][N:4]3[C:13](=[O:14])[C:12]4[C:7](=[CH:8][CH:9]=[CH:10][CH:11]=4)[N:6]=[C:5]3[C:15]3[CH:20]=[CH:19][CH:18]=[CH:17][CH:16]=3)[CH2:33][CH2:32]2)=[O:30])=[CH:27][CH:28]=1 |f:1.2,3.4.5,6.7|. Reported procedure: A mixture of 5.5 parts of 3-(2-chloroethyl)-2-phenyl-4(3H)-quinazolinone, 4 parts of (4-fluorophenyl)(4-piperidinyl)methanone hydrochloride, 7 parts of sodium carbonate, 0.1 parts of potassium iodide and 200 parts of 4-methyl-2-pentanone is stirred and refluxed for 24 hours using a water-separator. The reaction mixture is filtered while hot. The filtrate is evaporated. The residue is purified by column-chromatography over silica gel using a mixture of trichloromethane and methanol (95:5 by volum...